Dataset: the Open Reaction Database (ORD), a public repository of structured organic reaction records. Task: describe an organic reaction: reactants, conditions, products, and yield As a reaction SMILES: [C:7]([CH3:8])([CH3:9])([CH3:10])[c:11]1[cH:12][c:13]([NH2:16])[n:14][o:15]1.[Cl-:1].[Cl:23][CH2:24][Cl:25].[Cl:2][CH2:3][C:4](=[O:5])[OH:6].[cH:17]1[cH:18][cH:19][n:20][cH:21][cH:22]1>>[Cl:2][CH2:3][C:4](=[O:6])[NH:16][c:13]1[cH:12][c:11]([C:7]([CH3:8])([CH3:9])[CH3:10])[o:15][n:14]1. Reactants: CC(C)(C)c1cc(N)no1, [Cl-], ClCCl, O=C(O)CCl, c1ccncc1. Product: CC(C)(C)c1cc(NC(=O)CCl)no1. As a reaction SMILES: [CH3:1][C:2]1[CH:7]=[CH:6][CH:5]=[CH:4][C:3]=1[CH2:8][CH2:9][C:10]#[N:11].[NH2:12][C:13]1[CH:19]=[C:18]([Cl:20])[C:17]([S:21](=[O:24])(=[O:23])[NH2:22])=[CH:16][C:14]=1N.[Cl-].[NH4+]>Cl>[Cl:20][C:18]1[C:17]([S:21](=[O:24])(=[O:23])[NH2:22])=[CH:16][C:14]2[NH:11][C:10]([CH2:9][CH2:8][C:3]3[CH:4]=[CH:5][CH:6]=[CH:7][C:2]=3[CH3:1])=[N:12][C:13]=2[CH:19]=1 |f:2.3|. Starting materials: CC1=C(C=CC=C1)CCC#N (3-(2-methylphenyl)propionitrile), NC1=C(N)C=C(C(=C1)Cl)S(N)(=O)=O (2-amino-4-chloro-5 sulfamylaniline), [Cl-].[NH4+] (ammonium chloride). Reported procedure: To 11.5 g of 3-(2-methylphenyl)propionitrile in 50 ml of 6 N hydrochloric acid was added 11.8 g of 2-amino-4-chloro-5 sulfamylaniline and the suspension refluxed for 12 hours. The precipitate was collected by filtration and added with stirring to 200 ml of concentrated ammonium hydroxide. The free base was then collected and added to methanol; the methanol was brought to a boil, charcoal added, and the suspension filtered. Concentration in vacuo provided a semi-solid which upon treatment with ac... Yields the product ClC1=CC2=C(NC(=N2)CCC2=C(C=CC=C2)C)C=C1S(N)(=O)=O (5-Chloro-2-(2-Methylphenylethyl)-6-Sulfamyl-1H-Benzimidazole). Run in Cl (hydrochloric acid). Reactants: NC1=CC=C(C(=O)N(C2=CC=C(C=C2)C)CCN2CCC(CC2)C(C2=CC=C(C=C2)F)=O)C=C1 (4-amino-N-{2-[4-(4-fluorobenzoyl)piperidino]ethyl}-N-(4-methylphenyl)benzamide), C(C)(=O)OC(C)=O (acetic anhydride). Yields the product C(C)(=O)NC1=CC=C(C(=O)N(C2=CC=C(C=C2)C)CCN2CCC(CC2)C(C2=CC=C(C=C2)F)=O)C=C1 (4-Acetylamino-N-{2-[4-(4-fluorobenzoyl)piperidino]ethyl}-N-(4-methylphenyl)benzamide). Isolated yield 95.4%. RXN SMILES: [NH2:1][C:2]1[CH:34]=[CH:33][C:5]([C:6]([N:8]([CH2:16][CH2:17][N:18]2[CH2:23][CH2:22][CH:21]([C:24](=[O:32])[C:25]3[CH:30]=[CH:29][C:28]([F:31])=[CH:27][CH:26]=3)[CH2:20][CH2:19]2)[C:9]2[CH:14]=[CH:13][C:12]([CH3:15])=[CH:11][CH:10]=2)=[O:7])=[CH:4][CH:3]=1.[C:35](OC(=O)C)(=[O:37])[CH3:36]>>[C:35]([NH:1][C:2]1[CH:3]=[CH:4][C:5]([C:6]([N:8]([CH2:16][CH2:17][N:18]2[CH2:23][CH2:22][CH:21]([C:24](=[O:32])[C:25]3[CH:26]=[CH:27][C:28]([F:31])=[CH:29][CH:30]=3)[CH2:20][CH2:19]2)[C:9]2[CH:10]=[CH:11][C:12]([CH3:15])=[CH:13][CH:14]=2)=[O:7])=[CH:33][CH:34]=1)(=[O:37])[CH3:36]. Reported procedure: Using 4-amino-N-{2-[4-(4-fluorobenzoyl)piperidino]ethyl}-N-(4-methylphenyl)benzamide (452.7 mg, 0.99 mmol) and acetic anhydride (0.122 ml, 1.19 mmol), the procedure of Inventive Example 94 was repeated to obtain 473.6 mg (95.4%) of the title compound in a light brown amorphous form. Starting materials: Brc1n[nH]c2ccccc12, CCCC[Sn](CCCC)(CCCC)c1nc(N2CCOCC2)c2sc(CN3CCN(C(C)(C)C(N)=O)CC3)cc2n1. Yields the product CC(C)(C(N)=O)N1CCN(Cc2cc3nc(-c4n[nH]c5ccccc45)nc(N4CCOCC4)c3s2)CC1. Reaction SMILES: [Br:42][c:43]1[n:44][nH:45][c:46]2[cH:47][cH:48][cH:49][cH:50][c:51]12.[CH3:1][C:2]([C:3](=[O:4])[NH2:5])([CH3:6])[N:7]1[CH2:8][CH2:9][N:10]([CH2:13][c:14]2[cH:15][c:16]3[n:17][c:18]([Sn:29]([CH2:30][CH2:31][CH2:32][CH3:33])([CH2:34][CH2:35][CH2:36][CH3:37])[CH2:38][CH2:39][CH2:40][CH3:41])[n:19][c:20]([N:23]4[CH2:24][CH2:25][O:26][CH2:27][CH2:28]4)[c:21]3[s:22]2)[CH2:11][CH2:12]1>>[CH3:1][C:2]([C:3](=[O:4])[NH2:5])([CH3:6])[N:7]1[CH2:8][CH2:9][N:10]([CH2:13][c:14]2[cH:15][c:16]3[n:17][c:18](-[c:43]4[n:44][nH:45][c:46]5[cH:47][cH:48][cH:49][cH:50][c:51]45)[n:19][c:20]([N:23]4[CH2:24][CH2:25][O:26][CH2:27][CH2:28]4)[c:21]3[s:22]2)[CH2:11][CH2:12]1. The reactants are C[O-], CO, COC(=O)c1ccc(C=O)cc1, CC(=O)c1ccc(Cl)cc1Nc1ccccc1, [Na+]. The product is COC(=O)c1ccc(C=CC(=O)c2ccc(Cl)cc2Nc2ccccc2)cc1. RXN SMILES: [CH3:18][O-:19].[CH3:33][OH:34].[CH:21](=[O:22])[c:23]1[cH:24][cH:25][c:26]([C:27](=[O:28])[O:29][CH3:30])[cH:31][cH:32]1.[Cl:1][c:2]1[cH:3][c:4]([NH:11][c:12]2[cH:13][cH:14][cH:15][cH:16][cH:17]2)[c:5]([C:8]([CH3:9])=[O:10])[cH:6][cH:7]1.[Na+:20]>>[Cl:1][c:2]1[cH:3][c:4]([NH:11][c:12]2[cH:13][cH:14][cH:15][cH:16][cH:17]2)[c:5]([C:8]([CH:9]=[CH:21][c:23]2[cH:24][cH:25][c:26]([C:27](=[O:28])[O:29][CH3:30])[cH:31][cH:32]2)=[O:10])[cH:6][cH:7]1. Starting materials: Cl.N12CC(C(CC1)CC2)C(=O)O (Quinuclidine-3-carboxylic acid hydrochloride), C(CCl)Cl (EDC), C=1C=CC2=C(C1)N=NN2O (HOBT), Cl.N12CC(C(CC1)CC2)C(=O)O (quinuclidine-3-carboxylic acid hydrochloride), C(CCl)Cl (EDC), C=1C=CC2=C(C1)N=NN2O (HOBT), C1(=CC=CC=C1)C(CC1=CC=CC=C1)O (1,2-Diphenylethanol), TEA, TEA. Solvent: O (water), CN(C)C=O (DMF). Run at time 8 hour. Yields the product N12CC(C(CC1)CC2)C(=O)OC(CC2=CC=CC=C2)C2=CC=CC=C2 (1,2-diphenylethyl quinuclidine-3-carboxylate). Isolated yield 53.3%. RXN SMILES: Cl.[N:2]12[CH2:9][CH2:8][CH:5]([CH2:6][CH2:7]1)[CH:4]([C:10]([OH:12])=[O:11])[CH2:3]2.C(Cl)CCl.C1C=CC2N(O)N=NC=2C=1.[C:27]1([CH:33](O)[CH2:34][C:35]2[CH:40]=[CH:39][CH:38]=[CH:37][CH:36]=2)[CH:32]=[CH:31][CH:30]=[CH:29][CH:28]=1>CN(C=O)C.O>[N:2]12[CH2:9][CH2:8][CH:5]([CH2:6][CH2:7]1)[CH:4]([C:10]([O:12][CH:33]([C:27]1[CH:32]=[CH:31][CH:30]=[CH:29][CH:28]=1)[CH2:34][C:35]1[CH:40]=[CH:39][CH:38]=[CH:37][CH:36]=1)=[O:11])[CH2:3]2 |f:0.1|. Procedure details: Quinuclidine-3-carboxylic acid hydrochloride (160 mg, 0.83 mmol), EDC (290 mg, 1.51 mmol), and HOBT (232 mg, 1.51 mmol) were dissolved in dry DMF (8 ml). 1,2-Diphenylethanol (150 mg, 0.76 mmol) and TEA (0.32 ml, 2.27 mmol) were added, and the resulting mixture was stirred at room temperature overnight. Then quinuclidine-3-carboxylic acid hydrochloride (72.5 mg, 0.38 mmol), EDC (87 mg, 0.45 mmol), and HOBT (57.9 mg, 0.38 mmol) were added followed by TEA (0.16 ml, 1.13 mmol), and the mixture was s...